This data is from the Open Reaction Database (ORD), a public repository of structured organic reaction records. The task is: describe an organic reaction: reactants, conditions, products, and yield The reactants are CC1=NC=C(C(=C1O)C=O)CO.Cl (Pyridoxal hydrochloride), N[C@@H](CS)C(=O)O (L-cysteine), [OH-].[Na+] (sodium hydroxide). Procedure details: Pyridoxal hydrochloride (2.7 g) and L-cysteine (1.6 g) were dissolved in water (40 ml). Thereto was dropwise added a 10% sodium hydroxide solution to make the pH 4.5. The mixture was left standing at a cool place to allow precipitation of white crystals. The crystals were collected by filtration and dissolved in 1N hydrochloric acid for recrystallization. The solution was adjusted to pH 5.0 with 1N sodium hydroxide to allow precipitation of white needle crystals. The crystals were collected by f... The yield is 47.3%. As a reaction SMILES: [CH3:1][C:2]1[C:7]([OH:8])=[C:6]([CH:9]=[O:10])[C:5]([CH2:11][OH:12])=[CH:4][N:3]=1.Cl.[NH2:14][C@H:15]([C:18]([OH:20])=[O:19])[CH2:16][SH:17].[OH-].[Na+]>O>[CH3:1][C:2]1[N:3]=[CH:4][C:5]([CH2:11][OH:12])=[C:6]([CH:9]=[O:10])[C:7]=1[OH:8].[NH2:14][C@H:15]([C:18]([OH:20])=[O:19])[CH2:16][SH:17] |f:0.1,3.4,6.7|. Yields the product CC1=C(C(=C(C=N1)CO)C=O)O.N[C@@H](CS)C(=O)O (pyridoxal cysteine). The solvent is O (water). The reactants are FC1(CCC(CC1)COS(=O)(=O)C1=CC=C(C=C1)C)F (toluene-4-sulfonic acid 4,4-difluorocyclohexylmethyl ester), [N-]=[N+]=[N-].[Na+] (sodium azide). Run in ClCCl (dichloromethane), CN(C=O)C (N,N-Dimethylformamide). Conditions: temperature 90 celsius, time 90 minute. Yields the product N(=[N+]=[N-])CC1CCC(CC1)(F)F (4-Azidomethyl-1,1-difluorocyclohexane). RXN SMILES: [F:1][C:2]1([F:20])[CH2:7][CH2:6][CH:5]([CH2:8]OS(C2C=CC(C)=CC=2)(=O)=O)[CH2:4][CH2:3]1.[N-:21]=[N+:22]=[N-:23].[Na+]>CN(C)C=O.ClCCl>[N:21]([CH2:8][CH:5]1[CH2:6][CH2:7][C:2]([F:20])([F:1])[CH2:3][CH2:4]1)=[N+:22]=[N-:23] |f:1.2|. Procedure details: To a solution of toluene-4-sulfonic acid 4,4-difluorocyclohexylmethyl ester (100 mg, 0.33 mmol)) in N,N-Dimethylformamide (0.5 mL) was added sodium azide (32 mg, 0.49 mmol). The reaction mixture was stirred at 90° C. for 90 min, cooled to room temperature and diluted with dichloromethane (5 mL). The organic layer was washed with water (2×5 mL), collected, dried over anhydrous sodium sulfate, filtered, and concentrated to provide the title compound which was used without further purification. Reactants: C(C)(=O)N(C(=O)OCOC([C@H](CC1=CC=CC=C1)NC(=O)OC(C)(C)C)=O)C[C@H]1CN(C(O1)=O)C1=CC(=C(C=C1)C1CCS(CC1)(=O)=O)F (2(S)-tert-Butoxycarbonylamino-3-phenyl-propionic acid (acetyl-{3-[4-(1,1-dioxo-hexahydro-1λ6-thiopyran-4-yl)-3-fluoro-phenyl]-2-oxo-oxazolidin-5(R)-ylmethyl}-carbamoyloxy)-methyl ester), C1(=CC=CC=C1)OC (anisole), Cl (Hydrogen chloride). Run in C1CCOC1 (THF). Reaction conditions: time 8 hour. Product: Cl.C(C)(=O)N(C(=O)OCOC([C@H](CC1=CC=CC=C1)N)=O)C[C@H]1CN(C(O1)=O)C1=CC(=C(C=C1)C1CCS(CC1)(=O)=O)F (2(S)-amino-3-phenyl-propionic acid (acetyl-{3-[4-(1,1-dioxo-hexahydro-1λ6-thiopyran-4-yl)-3-fluoro-phenyl]-2-oxo-oxazolidin-5(R)-ylmethyl}-carbamoyloxy)-methyl ester hydrochloride). Yield: 63.0%. As a reaction SMILES: [C:1]([N:4]([CH2:28][C@@H:29]1[O:33][C:32](=[O:34])[N:31]([C:35]2[CH:40]=[CH:39][C:38]([CH:41]3[CH2:46][CH2:45][S:44](=[O:48])(=[O:47])[CH2:43][CH2:42]3)=[C:37]([F:49])[CH:36]=2)[CH2:30]1)[C:5]([O:7][CH2:8][O:9][C:10](=[O:27])[C@@H:11]([NH:19]C(OC(C)(C)C)=O)[CH2:12][C:13]1[CH:18]=[CH:17][CH:16]=[CH:15][CH:14]=1)=[O:6])(=[O:3])[CH3:2].C1(OC)C=CC=CC=1.[ClH:58]>C1COCC1>[ClH:58].[C:1]([N:4]([CH2:28][C@@H:29]1[O:33][C:32](=[O:34])[N:31]([C:35]2[CH:40]=[CH:39][C:38]([CH:41]3[CH2:42][CH2:43][S:44](=[O:47])(=[O:48])[CH2:45][CH2:46]3)=[C:37]([F:49])[CH:36]=2)[CH2:30]1)[C:5]([O:7][CH2:8][O:9][C:10](=[O:27])[C@@H:11]([NH2:19])[CH2:12][C:13]1[CH:18]=[CH:17][CH:16]=[CH:15][CH:14]=1)=[O:6])(=[O:3])[CH3:2] |f:4.5|. Procedure details: 2(S)-tert-Butoxycarbonylamino-3-phenyl-propionic acid (acetyl-{3-[4-(1,1-dioxo-hexahydro-1λ6-thiopyran-4-yl)-3-fluoro-phenyl]-2-oxo-oxazolidin-5(R)-ylmethyl}-carbamoyloxy)-methyl ester (12 g) (0.78 g, 1.1 mmol), anisole (0.5 mL) and THF (20 mL) are cooled to 0° C. Hydrogen chloride (4 M in dioxane, 8 mL, 33.1 mmol) is added in a dropwise manner. After complete addition, the ice-bath is removed and the mixture is stirred at RT overnight. Under reduced pressure, the mixture is concentrated to one-... Reactants: FC1=C(C(=CC=C1)F)S(=O)(=O)Cl (2,6-difluorobenzenesulfonyl chloride), CN1CCC(CC1)C1=CNC2=CC=C(C=C12)O (3-(1-methylpiperidin-4-yl)-5-hydroxy-1H-indole), [OH-].[Na+] (sodium hydroxide). Yields the product CN1CCC(CC1)C1=CNC2=CC=C(C=C12)OS(=O)(=O)C1=C(C=CC=C1F)F (2,6-Difluorobenzenesulfonic acid 3-(1-methylpiperidin-4-yl)-1H-indol-5-yl ester). Yield: 98.4%. As a reaction SMILES: [F:1][C:2]1[CH:7]=[CH:6][CH:5]=[C:4]([F:8])[C:3]=1[S:9](Cl)(=[O:11])=[O:10].[CH3:13][N:14]1[CH2:19][CH2:18][CH:17]([C:20]2[C:28]3[C:23](=[CH:24][CH:25]=[C:26]([OH:29])[CH:27]=3)[NH:22][CH:21]=2)[CH2:16][CH2:15]1.[OH-].[Na+]>>[CH3:13][N:14]1[CH2:19][CH2:18][CH:17]([C:20]2[C:28]3[C:23](=[CH:24][CH:25]=[C:26]([O:29][S:9]([C:3]4[C:4]([F:8])=[CH:5][CH:6]=[CH:7][C:2]=4[F:1])(=[O:11])=[O:10])[CH:27]=3)[NH:22][CH:21]=2)[CH2:16][CH2:15]1 |f:2.3|. Reported procedure: By a method similar to Example 31, using 2,6-difluorobenzenesulfonyl chloride (256 mg, 1.2 mmol) and 3-(1-methylpiperidin-4-yl)-5-hydroxy-1H-indole (231 mg, 1.0 mmol), and 0.2 N sodium hydroxide (5.5 mL, 1.1 mmol) gave 400 mg (98%) of the title compound as an off white powder were obtained. The product was recrystallized from ethyl acetate/methanol/hexanes: mp=214-215° C.; MS(m/e): 407 (M+1); Calculated for C20H20F2N2O3S: C, 59.10; H, 4.96; N, 6.89. Found: C, 59.07; H, 5.16; N, 6.73. Reactants: CC=1N=CNC1 (4-Methylimidazole), C(C)OC(OCC)OCC (triethylorthoformate), C1(=CC=C(C=C1)S(=O)(=O)O)C (p-toluene sulphonic acid). The solvent is C(C)O (ethanol). Product: C(C)OC(N1C=NC(=C1)C)OCC (1-Diethoxymethyl-4-methylimidazole). As a reaction SMILES: [CH3:1][C:2]1[N:3]=[CH:4][NH:5][CH:6]=1.[CH2:7]([O:9][CH:10](OCC)[O:11][CH2:12][CH3:13])[CH3:8].C1(C)C=CC(S(O)(=O)=O)=CC=1>C(O)C>[CH2:7]([O:9][CH:10]([O:11][CH2:12][CH3:13])[N:5]1[CH:6]=[C:2]([CH3:1])[N:3]=[CH:4]1)[CH3:8]. Procedure details: 4-Methylimidazole (16.4 g), triethylorthoformate (118.4 g), and p-toluene sulphonic acid (1 g) were mixed and heated at 130° until evolution of ethanol ceased (approximately 2 hours). Volatile material was removed in vacuo and the residue was distilled under vacuum from anhydrous sodium carbonate (1 g) to afford the title compound, b.p. 126°-130°/5 mm (22.06 g). The product was characterised spectroscopically and used without further purification (Preparation 26). The reactants are C(C=C)(=O)O (acrylic acid), O (water), [OH-].[Na+] (sodium hydroxide), polystyrene, S(=O)(=O)([O-])OOS(=O)(=O)[O-].[Na+].[Na+] (sodium persulfate), O (water), S(=O)(=O)(OCCCCCCCCCCCC)[O-].[Na+] (sodium dodecyl sulfate), C=C1C(=O)OCC1 (α-methylene-γ-butyrolactone), S(=O)(=O)(OCCCCCCCCCCCC)[O-].[Na+] (sodium dodecyl sulfate). Run at temperature 75 celsius, time 60 minute. Product: C=C1C(=O)OCC1.C(C=C)(=O)O (α-methylene-γ-butyrolactone acrylic acid). Reaction SMILES: O.S([O-])(OCCCCCCCCCCCC)(=O)=O.[Na+].[CH2:20]=[C:21]1[CH2:26][CH2:25][O:24][C:22]1=[O:23].[C:27]([OH:31])(=[O:30])[CH:28]=[CH2:29].S(OOS([O-])(=O)=O)([O-])(=O)=O.[Na+].[Na+].[OH-].[Na+]>>[CH2:20]=[C:21]1[CH2:26][CH2:25][O:24][C:22]1=[O:23].[C:27]([OH:31])(=[O:30])[CH:28]=[CH2:29] |f:1.2,5.6.7,8.9,10.11|. Reported procedure: To a 250 mL round bottom flask equipped with a magnetic stir bar was added 44.080 g (2.45 mol) water and 0.523 g (1.81×10−3 mol) sodium dodecyl sulfate (20% aqueous solution). The mixture was heated under flowing nitrogen to 75° C., at which time a monomer mixture consisting of 20.81 g (2.12×10−1 mol) α-methylene-γ-butyrolactone that had been previously filtered over basic alumina and 1.100 g (1.83×10−2 mol) acrylic acid was added dropwise over 110 minutes. After 10 minutes of monomer mixture ad... Reactants: BrC=1C=CC(=NC1)C(=O)O (5-bromopyridine-2-carboxylic acid), CC(C)N (2-propanamine), Cl.Cl.C[Si](CCOCN1C=CC2=C1N=CN=C2C=2C=NN(C2)C2(CNC2)CC#N)(C)C ({3-[4-(7-{[2-(trimethylsilyl)ethoxy]methyl}-7H-pyrrolo[2,3-d]pyrimidin-4-yl)-1H-pyrazol-1-yl]azetidin-3-yl}acetonitrile dihydrochloride). The product is C(#N)CC1(CN(C1)C=1C=CC(=NC1)C(=O)NC(C)C)N1N=CC(=C1)C=1C2=C(N=CN1)NC=C2 (5-{3-(Cyanomethyl)-3-[4-(7H-pyrrolo[2,3-d]pyrimidin-4-yl)-1H-pyrazol-1-yl]azetidin-1-yl}-N-isopropylpyridine-2-carboxamide). RXN SMILES: Br[C:2]1[CH:3]=[CH:4][C:5]([C:8]([OH:10])=O)=[N:6][CH:7]=1.[CH3:11][CH:12]([NH2:14])[CH3:13].Cl.Cl.C[Si](C)(C)CCOC[N:23]1[C:27]2[N:28]=[CH:29][N:30]=[C:31]([C:32]3[CH:33]=[N:34][N:35]([C:37]4([CH2:41][C:42]#[N:43])[CH2:40][NH:39][CH2:38]4)[CH:36]=3)[C:26]=2[CH:25]=[CH:24]1>>[C:42]([CH2:41][C:37]1([N:35]2[CH:36]=[C:32]([C:31]3[C:26]4[CH:25]=[CH:24][NH:23][C:27]=4[N:28]=[CH:29][N:30]=3)[CH:33]=[N:34]2)[CH2:40][N:39]([C:2]2[CH:3]=[CH:4][C:5]([C:8]([NH:14][CH:12]([CH3:13])[CH3:11])=[O:10])=[N:6][CH:7]=2)[CH2:38]1)#[N:43] |f:2.3.4|. Procedure details: This compound was prepared by using procedures analogous to those described for the synthesis of Example 3, Step 1-3 starting from 5-bromopyridine-2-carboxylic acid, 2-propanamine and {3-[4-(7-{[2-(trimethylsilyl)ethoxy]methyl}-7H-pyrrolo[2,3-d]pyrimidin-4-yl)-1H-pyrazol-1-yl]azetidin-3-yl}acetonitrile dihydrochloride. LCMS (M+H)+: m/z=442.2. 1H NMR (400 MHz, DMSO-d6): δ 12.82 (s, 1H), 9.12 (s, 1H), 8.88 (s, 1H), 8.59 (s, 1H), 8.12 (d, J=8.0 Hz, 1H), 7.94 (d, J=2.5 Hz, 1H), 7.86 (d, J=8.0 Hz, 1H... Starting materials: COc1cscc1N, CCOC(=O)c1cnc2c(OC)cccc2c1Cl, C1COCCO1. The product is CCOC(=O)c1cnc2c(OC)cccc2c1Nc1cscc1OC. As a reaction SMILES: [CH3:19][O:20][c:21]1[c:22]([NH2:26])[cH:23][s:24][cH:25]1.[CH3:1][O:2][c:3]1[cH:4][cH:5][cH:6][c:7]2[c:8]([Cl:18])[c:9]([C:13](=[O:14])[O:15][CH2:16][CH3:17])[cH:10][n:11][c:12]12.[O:27]1[CH2:28][CH2:29][O:30][CH2:31][CH2:32]1>>[CH3:1][O:2][c:3]1[cH:4][cH:5][cH:6][c:7]2[c:8]([NH:26][c:22]3[c:21]([O:20][CH3:19])[cH:25][s:24][cH:23]3)[c:9]([C:13](=[O:14])[O:15][CH2:16][CH3:17])[cH:10][n:11][c:12]12. The reactants are C(C)(C)(C)OC(=O)N[C@@H]1[C@H](C[C@H]([C@@H]1CNC(C)=O)C(=O)OC)C(=O)O ((±)-(1S,2S,3R,4R)-2-(t-butyloxycarbonylamino)-3-(acetamidomethyl)-4-(methoxycarbonyl)-cyclopentane-1-carboxylic acid), FC(C(=O)O)(F)F (trifluoroacetic acid), ClCCl (dichloromethane). Product: Cl.N[C@@H]1[C@H](C[C@H]([C@@H]1CNC(C)=O)C(=O)OC)C(=O)O ((±)-(1S,2S,3R,4R)-2-Amino-3-(acetamidomethyl)-4-(methoxycarbonyl)-cyclopentane-1-carboxylic Acid Hydrochloride). Reaction SMILES: C(OC([NH:8][C@H:9]1[C@@H:13]([CH2:14][NH:15][C:16](=[O:18])[CH3:17])[C@H:12]([C:19]([O:21][CH3:22])=[O:20])[CH2:11][C@@H:10]1[C:23]([OH:25])=[O:24])=O)(C)(C)C.FC(F)(F)C(O)=O.[Cl:33]CCl>>[ClH:33].[NH2:8][C@H:9]1[C@@H:13]([CH2:14][NH:15][C:16](=[O:18])[CH3:17])[C@H:12]([C:19]([O:21][CH3:22])=[O:20])[CH2:11][C@@H:10]1[C:23]([OH:25])=[O:24] |f:3.4|. Procedure: A solution of (±)-(1S,2S,3R,4R)-2-(t-butyloxycarbonylamino)-3-(acetamidomethyl)-4-(methoxycarbonyl)-cyclopentane-1-carboxylic acid (66 mg, 0.18 mmole) in 3 mL of dichloromethane was reacted with trifluoroacetic acid (1.0 mL) for 1 hr, at room temperature. The solution was concentrated in vacuo at 25° C. The crude product was treated with 1 N HCl and concentrated in vacuo to provide the title compound as a white solid.